The task is: describe an organic reaction: reactants, conditions, products, and yield. This data is from the Open Reaction Database (ORD), a public repository of structured organic reaction records. The reactants are O=Cc1cc([N+](=O)[O-])ccc1Cl, [K+], CN(C)C=O, [OH-], SCCCc1ccccc1. Product: O=Cc1cc([N+](=O)[O-])ccc1SCCCc1ccccc1. RXN SMILES: [Cl:13][c:14]1[c:15]([CH:16]=[O:17])[cH:18][c:19]([N+:22](=[O:23])[O-:24])[cH:20][cH:21]1.[K+:2].[O:25]=[CH:26][N:27]([CH3:28])[CH3:29].[OH-:1].[c:3]1([CH2:9][CH2:10][CH2:11][SH:12])[cH:4][cH:5][cH:6][cH:7][cH:8]1>>[c:3]1([CH2:9][CH2:10][CH2:11][S:12][c:14]2[c:15]([CH:16]=[O:17])[cH:18][c:19]([N+:22](=[O:23])[O-:24])[cH:20][cH:21]2)[cH:4][cH:5][cH:6][cH:7][cH:8]1. The reactants are COC(=O)C1=C(CSC2=CC=C(C=C2)CC(=O)O)C=CC=C1 ((4-{[2-(Methoxycarbonyl)benzyl]thio}phenyl)acetic acid), CCN(C(C)C)C(C)C (DIPEA), FC1=C(CNCCCCCCC)C=CC(=C1)F (N-(2,4-difluorobenzyl)-N-heptylamine), C=1C=CC2=C(C1)N=NN2O (HOBT), CN(C)C(=[N+](C)C)ON1C2=C(C=CC=C2)N=N1.[B-](F)(F)(F)F (TBTU). Run in CN(C)C=O (DMF). Conditions: time 8 hour. The product is FC1=C(CN(C(CC2=CC=C(C=C2)SCC2=C(C(=O)OC)C=CC=C2)=O)CCCCCCC)C=CC(=C1)F (Methyl 2-{[(4-{2-[(2,4-difluorobenzyl)(heptyl)amino]-2-oxoethyl}phenyl)thio]methyl}benzoate). The yield is 77.4%. As a reaction SMILES: [CH3:1][O:2][C:3]([C:5]1[CH:22]=[CH:21][CH:20]=[CH:19][C:6]=1[CH2:7][S:8][C:9]1[CH:14]=[CH:13][C:12]([CH2:15][C:16]([OH:18])=O)=[CH:11][CH:10]=1)=[O:4].[F:23][C:24]1[CH:38]=[C:37]([F:39])[CH:36]=[CH:35][C:25]=1[CH2:26][NH:27][CH2:28][CH2:29][CH2:30][CH2:31][CH2:32][CH2:33][CH3:34].C1C=CC2N(O)N=NC=2C=1.CN(C(ON1N=NC2C=CC=CC1=2)=[N+](C)C)C.[B-](F)(F)(F)F.CCN(C(C)C)C(C)C>CN(C=O)C>[F:23][C:24]1[CH:38]=[C:37]([F:39])[CH:36]=[CH:35][C:25]=1[CH2:26][N:27]([CH2:28][CH2:29][CH2:30][CH2:31][CH2:32][CH2:33][CH3:34])[C:16](=[O:18])[CH2:15][C:12]1[CH:11]=[CH:10][C:9]([S:8][CH2:7][C:6]2[CH:19]=[CH:20][CH:21]=[CH:22][C:5]=2[C:3]([O:2][CH3:1])=[O:4])=[CH:14][CH:13]=1 |f:3.4|. Reported procedure: (4-{[2-(Methoxycarbonyl)benzyl]thio}phenyl)acetic acid (581 mg, 1.836 mmol) and N-(2,4-difluorobenzyl)-N-heptylamine (465.3 mg, 1.968 mmol) were combined in DMF and the mixture was cooled in an ice-bath. HOBT (260.6 mg, 1.928 mmol) and TBTU (619 mg, 1.928 mmol) were added, followed by DIPEA (747.7 mg 5.785 mmol). The mixture was stirred at room temperature overnight and then evaporated. The resulting mixture was partitioned between ethyl acetate and sodium hydrogencarbonate aqueous solution (sat... The reactants are [Cl-].[NH4+] (ammonium chloride), CON(C(CC)=O)C (N-methoxy-N-methylpropionamide), C(CCC)[Li] (n-Butyllithium), S1C2=C(C=C1)C=CC=C2 (benzo[b]thiophene). Solvent: O (water), C(C)(=O)OCC (ethyl acetate), CCOCC (ether), CCOCC (ether). Run at temperature 0 celsius, time 15 minute. Product: S1C2=C(C=C1C(CC)=O)C=CC=C2 (1-(benzo[b]thiophen-2-yl)propan-1-one). The yield is 80.1%. RXN SMILES: C([Li])CCC.[S:6]1[CH:10]=[CH:9][C:8]2[CH:11]=[CH:12][CH:13]=[CH:14][C:7]1=2.CON(C)[C:18](=[O:21])[CH2:19][CH3:20].[Cl-].[NH4+]>CCOCC.O.C(OCC)(=O)C>[S:6]1[C:10]([C:18](=[O:21])[CH2:19][CH3:20])=[CH:9][C:8]2[CH:11]=[CH:12][CH:13]=[CH:14][C:7]1=2 |f:3.4|. Procedure details: n-Butyllithium (1.6 M solution in hexanes; 28.9 ml) was added dropwise under nitrogen at 0° C. to a stirred solution of benzo[b]thiophene (6.21 g) in ether (90 ml), then the mixture was stirred 0° C. for 15 minutes and cooled to −70° C. A solution of N-methoxy-N-methylpropionamide (5.42 g) in ether (40 ml) was added over 10 minutes, then the mixture was allowed to warm to ambient temperature and was stirred at ambient temperature for 3.5 hours. The mixture was poured into saturated aqueous ammon... Reaction SMILES: [CH3:1][C:2]1([CH3:28])[C@@H:4](/[CH:5]=[CH:6]\[C:7]([OH:9])=[O:8])[C@H:3]1[C:10]([O:12][C@H:13]([CH3:27])[C:14]1[CH:19]=[CH:18][CH:17]=[C:16]([O:20][C:21]2[CH:26]=[CH:25][CH:24]=[CH:23][CH:22]=2)[CH:15]=1)=[O:11]>COCCO>[CH3:1][C:2]1([CH3:28])[C@@H:4](/[CH:5]=[CH:6]\[C:7](=[O:9])[O:8][CH2:3][CH2:10][O:12][CH3:13])[C@H:3]1[C:10]([O:12][C@H:13]([CH3:27])[C:14]1[CH:19]=[CH:18][CH:17]=[C:16]([O:20][C:21]2[CH:22]=[CH:23][CH:24]=[CH:25][CH:26]=2)[CH:15]=1)=[O:11]. Run in COCCO (2-methoxyethanol). Reactants: CC1([C@@H]([C@@H]1\C=C/C(=O)O)C(=O)O[C@@H](C1=CC(=CC=C1)OC1=CC=CC=C1)C)C ((R)α-methyl-3-phenoxy-benzyl (IR,cis) 2,2-dimethyl-3-[(Z) 3-hydroxy -3-oxo-1-propenyl]-cyclopropane-carboxylate). Yields the product CC1([C@@H]([C@@H]1\C=C/C(OCCOC)=O)C(=O)O[C@@H](C1=CC(=CC=C1)OC1=CC=CC=C1)C)C ((R)α-methyl-3-phenoxy-benzyl (IR,cis) 2,2-dimethyl-3-[(Z) 3-oxo-3-(2-methoxyethoxy)-1-propenyl]-cyclopropane-carboxylate). Reported procedure: The product of Step C was reacted with 2-methoxyethanol to obtain (R)α-methyl-3-phenoxy-benzyl (IR,cis) 2,2-dimethyl-3-[(Z) 3-oxo-3-(2-methoxyethoxy)-1-propenyl]-cyclopropane-carboxylate. Reactants: C(C)(=O)OCC (ethyl acetate), ice, C(C)(=O)[O-].[Na+] (sodium acetate), Cl (hydrochloric acid), FC=1C(=NC(=CN1)F)C#N (3,6-difluoro-2-pyrazinecarbonitrile). Solvent: O (water), CN(C=O)C (N,N-dimethylformamide). Run at time 6 hour. The product is FC1=CNC(C(=N1)C#N)=O (6-fluoro-3-oxo-3,4-dihydro-2-pyrazinecarbonitrile). Isolated yield 45.6%. As a reaction SMILES: F[C:2]1[C:3]([C:9]#[N:10])=[N:4][C:5]([F:8])=[CH:6][N:7]=1.C([O-])(=[O:13])C.[Na+].C(OCC)(=O)C.Cl>CN(C)C=O.O>[F:8][C:5]1[N:4]=[C:3]([C:9]#[N:10])[C:2](=[O:13])[NH:7][CH:6]=1 |f:1.2|. Procedure details: In 10 mL of N,N-dimethylformamide was dissolved 1.0 g of 3,6-difluoro-2-pyrazinecarbonitrile. At an ice-cooled temperature, 0.64 g of sodium acetate was added and stirred for 6 hours. The reaction mixture was added to a mixture of 20 mL of ethyl acetate and 20 mL of water, pH was adjusted to 1.5 with 6 mol/L hydrochloric acid, and the organic layer was separated. The organic layer was washed with saturated aqueous solution of sodium chloride and dried on anhydrous magnesium sulfate, and the solv... Starting materials: C1(CCCCC1)N(C(NC=1SC(=CN1)SCC(=O)O)=O)[C@@H]1CC[C@H](CC1)COC1=CC=CC=C1 ({2-[3-cyclohexyl-3-(trans-4-phenoxymethyl-cyclohexyl)-ureido]-thiazol-5-ylsulfanyl}-acetic acid), C1(CCCCCC1)N[C@@H]1CC[C@H](CC1)COC1=CC=C(C=C1)OC (cycloheptyl-[trans-4-(4-methoxy-phenoxymethyl)-cyclohexyl]-amine), C(C)OC(CSC1=CN=C(S1)N)=O ((2-amino-thiazol-5-ylsulfanyl)-acetic acid ethyl ester). Product: C1(CCCCCC1)N(C(NC=1SC(=CN1)SCC(=O)O)=O)[C@@H]1CC[C@H](CC1)COC1=CC=C(C=C1)OC ((2-{3-Cycloheptyl-3-[trans-4-(4-methoxy-phenoxymethyl)-cyclohexyl]-ureido}-thiazol-5-ylsulfanyl)-acetic acid). RXN SMILES: [CH:1]1([N:7]([C@H:21]2[CH2:26][CH2:25][C@H:24]([CH2:27]OC3C=CC=CC=3)[CH2:23][CH2:22]2)[C:8](=[O:20])[NH:9][C:10]2[S:11][C:12]([S:15][CH2:16][C:17]([OH:19])=[O:18])=[CH:13][N:14]=2)[CH2:6][CH2:5][CH2:4][CH2:3][CH2:2]1.C1(N[C@H]2CC[C@H]([CH2:49][O:50][C:51]3[CH:56]=[CH:55][C:54]([O:57][CH3:58])=[CH:53][CH:52]=3)CC2)CCCCCC1.C(OC(=O)CSC1SC(N)=NC=1)C>>[CH:21]1([N:7]([C@H:1]2[CH2:2][CH2:3][C@H:4]([CH2:49][O:50][C:51]3[CH:56]=[CH:55][C:54]([O:57][CH3:58])=[CH:53][CH:52]=3)[CH2:5][CH2:6]2)[C:8](=[O:20])[NH:9][C:10]2[S:11][C:12]([S:15][CH2:16][C:17]([OH:19])=[O:18])=[CH:13][N:14]=2)[CH2:22][CH2:23][CH2:24][CH2:27][CH2:25][CH2:26]1. Procedure details: Prepared in a similar manner to {2-[3-cyclohexyl-3-(trans-4-phenoxymethyl-cyclohexyl)-ureido]-thiazol-5-ylsulfanyl}-acetic acid via cycloheptyl-[trans-4-(4-methoxy-phenoxymethyl)-cyclohexyl]-amine and (2-amino-thiazol-5-ylsulfanyl)-acetic acid ethyl ester to give the title compound. The reactants are BrBr (bromine), BrBr (bromine), N1=CC=CC=C1 (pyridine), NC1=NC=C(N=C1)Cl (2-Amino-5-chloropyrazine), N1=CC=CC=C1 (pyridine). Run in C(Cl)(Cl)Cl (chloroform), C(Cl)(Cl)Cl (chloroform), C(Cl)(Cl)Cl (chloroform). Reaction conditions: time 30 minute. Product: NC1=NC=C(N=C1Br)Cl (2-amino-3-bromo-5-chloropyrazine). As a reaction SMILES: [NH2:1][C:2]1[CH:7]=[N:6][C:5]([Cl:8])=[CH:4][N:3]=1.N1C=CC=CC=1.[Br:15]Br>C(Cl)(Cl)Cl>[NH2:1][C:2]1[C:7]([Br:15])=[N:6][C:5]([Cl:8])=[CH:4][N:3]=1. Procedure: 2-Amino-5-chloropyrazine (1.7 g) was dissolved in chloroform (190 ml) and pyridine (1.3 ml) was added under an argon atomosphere. The flask and its contents were protected from light and a solution of bromine (0.7 ml) in chloroform (85 ml) was added over a period of 1 hour. After stirring for 2 hours more bromine (0.07 ml) in chloroform (8.5 ml) was added. After stirring for 30 minutes, pyridine (0.2 ml) was added. The reaction mixture was stirred for a further 30 minutes then washed with water ... Reactants: CCN=C=NCCCN(C)C (EDCI), CCN(C(C)C)C(C)C (DIPEA), C1(=CC=CC=C1)C1=CC(=NN1)C(=O)NCC(=O)O ([(5-phenyl-1H-pyrazole-3-carbonyl)-amino]-acetic acid), C=1C=CC2=C(C1)N=NN2O (HOBt), Cl.FC(C=1C=C(OC2CNC2)C=CC1)(F)F (3-(3-trifluoromethyl-phenoxy)-azetidine hydrochloride). The solvent is O (water), CN(C)C=O (DMF). Conditions: time 2 minute. The product is O=C(CNC(=O)C1=NNC(=C1)C1=CC=CC=C1)N1CC(C1)OC1=CC(=CC=C1)C(F)(F)F (5-phenyl-1H-pyrazole-3-carboxylic acid {2-oxo-2-[3-(3-trifluoromethyl-phenoxy)-azetidin-1-yl]-ethyl}-amide). Isolated yield 51.8%. As a reaction SMILES: CCN(C(C)C)C(C)C.[C:10]1([C:16]2[NH:20][N:19]=[C:18]([C:21]([NH:23][CH2:24][C:25]([OH:27])=O)=[O:22])[CH:17]=2)[CH:15]=[CH:14][CH:13]=[CH:12][CH:11]=1.C1C=CC2N(O)N=NC=2C=1.CCN=C=NCCCN(C)C.Cl.[F:50][C:51]([F:64])([F:63])[C:52]1[CH:53]=[C:54]([CH:60]=[CH:61][CH:62]=1)[O:55][CH:56]1[CH2:59][NH:58][CH2:57]1>CN(C=O)C.O>[O:27]=[C:25]([N:58]1[CH2:59][CH:56]([O:55][C:54]2[CH:60]=[CH:61][CH:62]=[C:52]([C:51]([F:50])([F:64])[F:63])[CH:53]=2)[CH2:57]1)[CH2:24][NH:23][C:21]([C:18]1[CH:17]=[C:16]([C:10]2[CH:11]=[CH:12][CH:13]=[CH:14][CH:15]=2)[NH:20][N:19]=1)=[O:22] |f:4.5|. Procedure details: DIPEA (158.2 mg, 1.22 mmol) was added to a stirred solution of [(5-phenyl-1H-pyrazole-3-carbonyl)-amino]-acetic acid (75 mg, 0.30 mmol) in DMF (2 mL) followed by HOBt (43.4 mg, 0.32 mmol) and EDCI (61.6 mg, 0.32 mmol). After 2 minutes of stirring, 3-(3-trifluoromethyl-phenoxy)-azetidine hydrochloride (77.5 mg, 0.3 mmol) was added and the resulting mixture was stirred at room temperature overnight. Cold water was added followed by extraction with ethyl acetate. The organic phase was dried over so... Procedure: Procedure analogous to Example 5. Use of 478.0 ml (5.24 mol) of 3,4-dihydropyran, 65.4 g (260 mmol) of pyridinium p-toluenesulfonate and 500.0 g (2.62 mmol) of 2-bromo-5-fluorophenol. The yield was 562.2 g (78.0%) at a purity of greater than 98.0% by 1H NMR. RXN SMILES: [O:1]1[CH:6]=[CH:5][CH2:4][CH2:3][CH2:2]1.C1(C)C=CC(S([O-])(=O)=O)=CC=1.[NH+]1C=CC=CC=1.[Br:24][C:25]1[CH:30]=[CH:29][C:28]([F:31])=[CH:27][C:26]=1[OH:32]>>[Br:24][C:25]1[CH:30]=[CH:29][C:28]([F:31])=[CH:27][C:26]=1[O:32][CH:6]1[CH2:5][CH2:4][CH2:3][CH2:2][O:1]1 |f:1.2|. Starting materials: O1CCCC=C1 (3,4-dihydropyran), C1(=CC=C(C=C1)S(=O)(=O)[O-])C.[NH+]1=CC=CC=C1 (pyridinium p-toluenesulfonate), BrC1=C(C=C(C=C1)F)O (2-bromo-5-fluorophenol). Product: BrC1=C(C=C(C=C1)F)OC1OCCCC1 (2-Bromo-5-fluoro-1-(tetrahydropyran-2-yloxy)benzene).